From a dataset of the Open Reaction Database (ORD), a public repository of structured organic reaction records. describe an organic reaction: reactants, conditions, products, and yield The reactants are COCCOCCOC (diethylene glycol dimethyl ether), [H][H] (Hydrogen), N (ammonia), C(C1=CC=C(C#N)C=C1)#N (terephthalonitrile). The solvent is O (water). Conditions: temperature 125 celsius. Product: C1(=CC=C(C=C1)CN)CN (p-xylylene diamine). As a reaction SMILES: COCCOCCOC.N.[C:11](#[N:20])[C:12]1[CH:19]=[CH:18][C:15]([C:16]#[N:17])=[CH:14][CH:13]=1.[H][H]>O>[C:12]1([CH2:11][NH2:20])[CH:19]=[CH:18][C:15]([CH2:16][NH2:17])=[CH:14][CH:13]=1. Procedure details: A stirred autoclave is charged with 900 ml. of diethylene glycol dimethyl ether (Diglyme), 100 ml. ammonia, 100 g. terephthalonitrile (TPN) and the desired amount of catalyst and 100 ml of water. The autoclave is heated to 125° C. Hydrogen is introduced rapidly until the selected pressure is reached. The absorption of hydrogen starts immediately and additional hydrogen is added to keep the pressure at the selected level. The course of the reaction is monitored by measuring the volume of hydrogen... Reactants: C(CC\C=C/C\C=C/C\C=C/C\C=C/C\C=C/C\C=C/CC)(=O)NCCNC(C1=C(C=CC=C1)O)=O (N-(2-(4Z,7Z,10Z,13Z,16Z,19Z)-docosa-4,7,10,13,16,19-hexaenamidoethyl)-2-hydroxybenzamide), FC1=C(C=CC(=C1)F)C1=CC(=C(C=C1)O)C(=O)O (2′,4′-difluoro-4-hydroxybiphenyl-3-carboxylic acid). Product: C(CC\C=C/C\C=C/C\C=C/C\C=C/C\C=C/C\C=C/CC)(=O)NCCNC(=O)C=1C=C(C=CC1O)C1=C(C=C(C=C1)F)F (N-(2-(4Z,7Z,10Z,13Z,16Z,19Z)-docosa-4,7,10,13,16,19-hexaenamidoethyl)-2′,4′-difluoro-4-hydroxybiphenyl-3-carboxamide). RXN SMILES: [C:1]([NH:24][CH2:25][CH2:26][NH:27][C:28](=[O:36])[C:29]1[CH:34]=[CH:33][CH:32]=[CH:31][C:30]=1[OH:35])(=[O:23])[CH2:2][CH2:3]/[CH:4]=[CH:5]\[CH2:6]/[CH:7]=[CH:8]\[CH2:9]/[CH:10]=[CH:11]\[CH2:12]/[CH:13]=[CH:14]\[CH2:15]/[CH:16]=[CH:17]\[CH2:18]/[CH:19]=[CH:20]\[CH2:21][CH3:22].[F:37][C:38]1[CH:43]=[C:42]([F:44])[CH:41]=[CH:40][C:39]=1C1C=CC(O)=C(C(O)=O)C=1>>[C:1]([NH:24][CH2:25][CH2:26][NH:27][C:28]([C:29]1[CH:34]=[C:33]([C:41]2[CH:40]=[CH:39][C:38]([F:37])=[CH:43][C:42]=2[F:44])[CH:32]=[CH:31][C:30]=1[OH:35])=[O:36])(=[O:23])[CH2:2][CH2:3]/[CH:4]=[CH:5]\[CH2:6]/[CH:7]=[CH:8]\[CH2:9]/[CH:10]=[CH:11]\[CH2:12]/[CH:13]=[CH:14]\[CH2:15]/[CH:16]=[CH:17]\[CH2:18]/[CH:19]=[CH:20]\[CH2:21][CH3:22]. Procedure details: N-(2-(4Z,7Z,10Z,13Z,16Z,19Z)-docosa-4,7,10,13,16,19-hexaenamidoethyl)-2′,4′-difluoro-4-hydroxybiphenyl-3-carboxamide was prepared in a similar fashion as N-(2-(4Z,7Z,10Z,13Z,16Z,19Z)-docosa-4,7,10,13,16,19-hexaenamidoethyl)-2-hydroxybenzamide, using the appropriate 2′,4′-difluoro-4-hydroxybiphenyl-3-carboxylic acid starting material. Mass calculated for C37H44F2N2O3=602.75. found: [M+H]+=603.3.